Dataset: the Open Reaction Database (ORD), a public repository of structured organic reaction records. Task: describe an organic reaction: reactants, conditions, products, and yield Starting materials: CNS(=O)(=O)CCCCCl, [I-], [N-]=[N+]=[N-], [Na+], [Na+], CN(C)C=O. The product is CNS(=O)(=O)CCCCN=[N+]=[N-]. Reaction SMILES: [Cl:1][CH2:2][CH2:3][CH2:4][CH2:5][S:6](=[O:7])(=[O:8])[NH:9][CH3:10].[I-:12].[N-:14]=[N+:15]=[N-:16].[Na+:11].[Na+:13].[O:17]=[CH:18][N:19]([CH3:20])[CH3:21]>>[CH2:2]([CH2:3][CH2:4][CH2:5][S:6](=[O:7])(=[O:8])[NH:9][CH3:10])[N:14]=[N+:15]=[N-:16].